From a dataset of the Open Reaction Database (ORD), a public repository of structured organic reaction records. describe an organic reaction: reactants, conditions, products, and yield The reactants are COC(C1=C(C=CC=C1)OC1=C(C(=CC=C1)OCCCCCOC1=C(C=C(C(=C1)OCC1=CC=CC=C1)C1=CC=C(C=C1)F)CC)CCC)=O (2-[2-propyl-3-[5-[2-ethyl-4-(4-fluorophenyl)-5-(phenylmethoxy)phenoxy]pentoxy]phenoxy]benzoic acid methyl ester), ( p ), ( b ). The solvent is C(Cl)(Cl)Cl (CHCl3). The product is C(CC)C1=C(OC2=C(C(=O)O)C=CC=C2)C=CC=C1OCCCCCOC1=C(C=C(C(=C1)O)C1=CC=C(C=C1)F)CC (2-[2-Propyl-3-[5-[2-ethyl-5-hydroxy-4-(4-fluorophenyl)phenoxy]pentoxy]phenoxy]benzoic acid). RXN SMILES: C[O:2][C:3](=[O:50])[C:4]1[CH:9]=[CH:8][CH:7]=[CH:6][C:5]=1[O:10][C:11]1[CH:16]=[CH:15][CH:14]=[C:13]([O:17][CH2:18][CH2:19][CH2:20][CH2:21][CH2:22][O:23][C:24]2[CH:29]=[C:28]([O:30]CC3C=CC=CC=3)[C:27]([C:38]3[CH:43]=[CH:42][C:41]([F:44])=[CH:40][CH:39]=3)=[CH:26][C:25]=2[CH2:45][CH3:46])[C:12]=1[CH2:47][CH2:48][CH3:49]>C(Cl)(Cl)Cl>[CH2:47]([C:12]1[C:13]([O:17][CH2:18][CH2:19][CH2:20][CH2:21][CH2:22][O:23][C:24]2[CH:29]=[C:28]([OH:30])[C:27]([C:38]3[CH:43]=[CH:42][C:41]([F:44])=[CH:40][CH:39]=3)=[CH:26][C:25]=2[CH2:45][CH3:46])=[CH:14][CH:15]=[CH:16][C:11]=1[O:10][C:5]1[CH:6]=[CH:7][CH:8]=[CH:9][C:4]=1[C:3]([OH:50])=[O:2])[CH2:48][CH3:49]. Procedure details: 2-[2-propyl-3-[5-[2-ethyl-4-(4-fluorophenyl)-5-(phenylmethoxy)phenoxy]pentoxy]phenoxy]benzoic acid methyl ester (3.60 g, 5.32 mmol) was submitted to de-benzylation and hydrolysis. The resulting product was isolated via vacuum filtration as a white crystalline solid: mp 65° C. (dec); NMR (CDCl3) 8.25 (dd, J=7.9, 1.7 Hz, 1H), 7.44 (m, 3H), 7.18 (m, 4H), 6.97 (s, 1H), 6.80 (d, J=8.2 Hz, 1H), 6.75 (d, J=8.5 Hz, 1H), 6.65 (d, J=8.1 Hz, 1H), 6.54 (s, 1H), 5.15 (bs, 1H, --OH), 4.10 (t, J=6.1 Hz, 2H), 4...